Dataset: the Open Reaction Database (ORD), a public repository of structured organic reaction records. Task: describe an organic reaction: reactants, conditions, products, and yield Starting materials: C([O-])([O-])=O.[Na+].[Na+] (sodium carbonate), C1(=CC=C(C=C1)S(=O)(=O)Cl)C (p-toluene sulfonyl chloride), OCCCOC1=C(C=C(C#N)C=C1)OC (4-(3′-Hydroxypropoxy)-3-methoxy benzonitrile). Solvent: C1CCCCC1 (cyclohexane). Conditions: temperature 27.5 celsius. Product: C1(=CC=C(C=C1)S(=O)(=O)OCCCOC1=C(C=C(C#N)C=C1)OC)C (4-(3′-p-toluenesulfonyloxypropoxy)-3-methoxy benzonitrile). Yield: 75.0%. As a reaction SMILES: [OH:1][CH2:2][CH2:3][CH2:4][O:5][C:6]1[CH:13]=[CH:12][C:9]([C:10]#[N:11])=[CH:8][C:7]=1[O:14][CH3:15].C(=O)([O-])[O-].[Na+].[Na+].[C:22]1([CH3:32])[CH:27]=[CH:26][C:25]([S:28](Cl)(=[O:30])=[O:29])=[CH:24][CH:23]=1>C1CCCCC1>[C:22]1([CH3:32])[CH:27]=[CH:26][C:25]([S:28]([O:1][CH2:2][CH2:3][CH2:4][O:5][C:6]2[CH:13]=[CH:12][C:9]([C:10]#[N:11])=[CH:8][C:7]=2[O:14][CH3:15])(=[O:30])=[O:29])=[CH:24][CH:23]=1 |f:1.2.3|. Reported procedure: To 50 gms (0.24 mole) of 4-(3′-Hydroxypropoxy)-3-methoxy benzonitrile in 200 ml. of cyclohexane was added 26 gms (0.24 mole) of sodium carbonate and 46 gms (0.24 mole) of p-toluene sulfonyl chloride at once. The resultant reaction mixture was refluxed for about 4-6 hrs. After completion of the reaction, the reaction mass was cooled to about 25-30° C. and the inorganic salts were filtered off. and washed with cyclohexane. The solvents were distilled completely and solid obtained was recrystallize...